Dataset: the Open Reaction Database (ORD), a public repository of structured organic reaction records. Task: describe an organic reaction: reactants, conditions, products, and yield Reactants: C=CS(=O)(=O)N1CC(F)(F)C1, CC(C)n1ncnc1-c1nc2c(s1)CCOc1cc(C3CNC3)ccc1-2. The product is CC(C)n1ncnc1-c1nc2c(s1)CCOc1cc(C3CN(CCS(=O)(=O)N4CC(F)(F)C4)C3)ccc1-2. Reaction SMILES: [CH:27](=[CH2:28])[S:29](=[O:30])(=[O:31])[N:32]1[CH2:33][C:34]([F:36])([F:37])[CH2:35]1.[NH:1]1[CH2:2][CH:3]([c:5]2[cH:6][c:7]3[c:8]([cH:25][cH:26]2)-[c:9]2[n:10][c:11](-[c:17]4[n:18]([CH:22]([CH3:23])[CH3:24])[n:19][cH:20][n:21]4)[s:12][c:13]2[CH2:14][CH2:15][O:16]3)[CH2:4]1>>[N:1]1([CH2:28][CH2:27][S:29](=[O:30])(=[O:31])[N:32]2[CH2:33][C:34]([F:36])([F:37])[CH2:35]2)[CH2:2][CH:3]([c:5]2[cH:6][c:7]3[c:8]([cH:25][cH:26]2)-[c:9]2[n:10][c:11](-[c:17]4[n:18]([CH:22]([CH3:23])[CH3:24])[n:19][cH:20][n:21]4)[s:12][c:13]2[CH2:14][CH2:15][O:16]3)[CH2:4]1. Starting materials: CC(C)(C)[O-], CS(C)=O, CCCCI, [K+], COC(=O)c1ccc2[nH]ccc2c1. Product: CCCCn1ccc2cc(C(=O)OC)ccc21. RXN SMILES: [CH3:14][C:15]([CH3:16])([O-:17])[CH3:18].[CH3:25][S:26]([CH3:27])=[O:28].[I:20][CH2:21][CH2:22][CH2:23][CH3:24].[K+:19].[nH:1]1[cH:2][cH:3][c:4]2[cH:5][c:6]([C:10](=[O:11])[O:12][CH3:13])[cH:7][cH:8][c:9]12>>[n:1]1([CH2:21][CH2:22][CH2:23][CH3:24])[cH:2][cH:3][c:4]2[cH:5][c:6]([C:10](=[O:11])[O:12][CH3:13])[cH:7][cH:8][c:9]12. The reactants are O=C(Nc1cc(Br)cc(-c2nc3ccccc3o2)c1)OCc1ccccc1, CSC, ClC(Cl)Cl. Product: Nc1cc(Br)cc(-c2nc3ccccc3o2)c1. Reaction SMILES: [CH2:1]([O:2][C:3](=[O:4])[NH:10][c:11]1[cH:12][c:13](-[c:18]2[o:19][c:20]3[c:21]([n:22]2)[cH:23][cH:24][cH:25][cH:26]3)[cH:14][c:15]([Br:17])[cH:16]1)[c:5]1[cH:6][cH:7][cH:8][cH:9][cH:27]1.[CH3:28][S:29][CH3:30].[CH:31]([Cl:32])([Cl:33])[Cl:34]>>[NH2:10][c:11]1[cH:12][c:13](-[c:18]2[o:19][c:20]3[c:21]([n:22]2)[cH:23][cH:24][cH:25][cH:26]3)[cH:14][c:15]([Br:17])[cH:16]1. The reactants are CC(C)[N-]C(C)C, COCCOC, CCOC(=O)c1c(OC(C)C)cc(OC(C)C)nc1C(F)(F)F, CCOC(=O)Cl, [Li+], O. Product: CCOC(=O)c1c(OC(C)C)nc(C(F)(F)F)c(C(=O)OCC)c1OC(C)C. RXN SMILES: [CH3:2][CH:3]([N-:4][CH:5]([CH3:6])[CH3:7])[CH3:8].[CH3:39][O:40][CH2:41][CH2:42][O:43][CH3:44].[CH:9]([CH3:10])([CH3:11])[O:12][c:13]1[c:14]([C:27](=[O:28])[O:29][CH2:30][CH3:31])[c:15]([C:23]([F:24])([F:25])[F:26])[n:16][c:17]([O:19][CH:20]([CH3:21])[CH3:22])[cH:18]1.[Cl:32][C:33](=[O:34])[O:35][CH2:36][CH3:37].[Li+:1].[OH2:38]>>[CH:9]([CH3:10])([CH3:11])[O:12][c:13]1[c:14]([C:27](=[O:28])[O:29][CH2:30][CH3:31])[c:15]([C:23]([F:24])([F:25])[F:26])[n:16][c:17]([O:19][CH:20]([CH3:21])[CH3:22])[c:18]1[C:33](=[O:34])[O:35][CH2:36][CH3:37].